This data is from the Open Reaction Database (ORD), a public repository of structured organic reaction records. The task is: describe an organic reaction: reactants, conditions, products, and yield Reactants: CCO, [Na+], O=C1Cc2cccc(Oc3ccccc3)c2N1, [OH-], O. Product: [Na+], Nc1c(CC(=O)[O-])cccc1Oc1ccccc1. As a reaction SMILES: [CH3:1][CH2:2][OH:3].[Na+:22].[O:4]=[C:5]1[NH:6][c:7]2[c:8]([O:14][c:15]3[cH:16][cH:17][cH:18][cH:19][cH:20]3)[cH:9][cH:10][cH:11][c:12]2[CH2:13]1.[OH-:21].[OH2:23]>>[Na+:22].[O-:3][C:5](=[O:4])[CH2:13][c:12]1[c:7]([NH2:6])[c:8]([O:14][c:15]2[cH:16][cH:17][cH:18][cH:19][cH:20]2)[cH:9][cH:10][cH:11]1. The reactants are CCOC(=O)CCc1c[nH]nc1OCC, CN(C)C=O, ClCc1ccc(OCc2coc(-c3ccccc3)n2)cc1, [H-], [Na+], O. Product: CCOC(=O)CCc1cn(Cc2ccc(OCc3coc(-c4ccccc4)n3)cc2)nc1OCC. Reaction SMILES: [CH2:1]([CH3:2])[O:3][c:4]1[n:5][nH:6][cH:7][c:8]1[CH2:9][CH2:10][C:11](=[O:12])[O:13][CH2:14][CH3:15].[CH3:37][N:38]([CH3:39])[CH:40]=[O:41].[Cl:16][CH2:17][c:18]1[cH:19][cH:20][c:21]([O:22][CH2:23][c:24]2[n:25][c:26](-[c:29]3[cH:30][cH:31][cH:32][cH:33][cH:34]3)[o:27][cH:28]2)[cH:35][cH:36]1.[H-:42].[Na+:43].[OH2:44]>>[CH2:1]([CH3:2])[O:3][c:4]1[n:5][n:6]([CH2:17][c:18]2[cH:19][cH:20][c:21]([O:22][CH2:23][c:24]3[n:25][c:26](-[c:29]4[cH:30][cH:31][cH:32][cH:33][cH:34]4)[o:27][cH:28]3)[cH:35][cH:36]2)[cH:7][c:8]1[CH2:9][CH2:10][C:11](=[O:12])[O:13][CH2:14][CH3:15]. The reactants are COc1cc2c(cc1OC)C(Cc1ccc(F)cc1)N(CCNC(=O)OC(C)(C)C)CC2, O=C(n1ccnc1)n1ccnc1, CC(=O)O, C[Si](C)(C)[N-][Si](C)(C)C, Cl, Cc1ccc2c(N)ccnc2n1, [Na+], O. The product is COc1cc2c(cc1OC)C(Cc1ccc(F)cc1)N(CCNC(=O)Nc1ccnc3nc(C)ccc13)CC2. Reaction SMILES: [C:1]([O:2][C:6]([NH:7][CH2:8][CH2:9][N:10]1[CH:11]([CH2:24][c:25]2[cH:26][cH:27][c:28]([F:31])[cH:29][cH:30]2)[c:12]2[cH:13][c:14]([O:22][CH3:23])[c:15]([O:20][CH3:21])[cH:16][c:17]2[CH2:18][CH2:19]1)=[O:32])([CH3:3])([CH3:4])[CH3:5].[C:34]([n:35]1[cH:36][cH:37][n:38][cH:39]1)([n:40]1[cH:41][cH:42][n:43][cH:44]1)=[O:45].[C:68]([OH:69])(=[O:70])[CH3:71].[CH3:59][Si:60]([N-:61][Si:62]([CH3:63])([CH3:64])[CH3:65])([CH3:66])[CH3:67].[ClH:33].[NH2:46][c:47]1[cH:48][cH:49][n:50][c:51]2[n:52][c:53]([CH3:57])[cH:54][cH:55][c:56]12.[Na+:58].[OH2:72]>>[C:6]([NH:7][CH2:8][CH2:9][N:10]1[CH:11]([CH2:24][c:25]2[cH:26][cH:27][c:28]([F:31])[cH:29][cH:30]2)[c:12]2[cH:13][c:14]([O:22][CH3:23])[c:15]([O:20][CH3:21])[cH:16][c:17]2[CH2:18][CH2:19]1)(=[O:32])[NH:46][c:47]1[cH:48][cH:49][n:50][c:51]2[n:52][c:53]([CH3:57])[cH:54][cH:55][c:56]12. Starting materials: C=Cc1ccc(C(=O)N(CC)CC)c(OC(F)(F)F)c1, CO, [H][H]. Yields the product CCc1ccc(C(=O)N(CC)CC)c(OC(F)(F)F)c1. Reaction SMILES: [CH2:1]([CH3:2])[N:3]([C:4]([c:5]1[c:6]([O:13][C:14]([F:15])([F:16])[F:17])[cH:7][c:8]([CH:11]=[CH2:12])[cH:9][cH:10]1)=[O:18])[CH2:19][CH3:20].[CH3:23][OH:24].[H:21][H:22]>>[CH2:1]([CH3:2])[N:3]([C:4]([c:5]1[c:6]([O:13][C:14]([F:15])([F:16])[F:17])[cH:7][c:8]([CH2:11][CH3:12])[cH:9][cH:10]1)=[O:18])[CH2:19][CH3:20]. Reactants: C(C)(C)(C)OC(=O)NNC(C(=O)O)(CC1=CC(=C(C=C1)O)O)C (2-(N′-tert-Butoxycarbonyl-hydrazino)-3-(3,4-dihydroxy-phenyl)-2-methyl-propionic acid), C(O)([O-])=O.[Cs+] (cesium hydrogencarbonate), BrCC(=O)OC(C)(C)C (tert-butyl α-bromoacetate). Run in CN(C=O)C (N,N-dimethylformamide). Conditions: time 30 minute. Product: OC=1C=C(C=CC1O)C[C@](C(=O)OCC(=O)OC(C)(C)C)(C)NNC(=O)OC(C)(C)C (tert-Butyl (S)-α-[3-(3,4-dihydroxyphenyl)-2-(N′-tert-butoxycarbonyl-hydrazino)-2-methylpropionyloxy]-acetate). The yield is 80.6%. RXN SMILES: [C:1]([O:5][C:6]([NH:8][NH:9][C:10]([CH3:23])([CH2:14][C:15]1[CH:20]=[CH:19][C:18]([OH:21])=[C:17]([OH:22])[CH:16]=1)[C:11]([OH:13])=[O:12])=[O:7])([CH3:4])([CH3:3])[CH3:2].C(=O)([O-])O.[Cs+].Br[CH2:30][C:31]([O:33][C:34]([CH3:37])([CH3:36])[CH3:35])=[O:32]>CN(C)C=O>[OH:22][C:17]1[CH:16]=[C:15]([CH2:14][C@@:10]([NH:9][NH:8][C:6]([O:5][C:1]([CH3:4])([CH3:2])[CH3:3])=[O:7])([CH3:23])[C:11]([O:13][CH2:30][C:31]([O:33][C:34]([CH3:37])([CH3:36])[CH3:35])=[O:32])=[O:12])[CH:20]=[CH:19][C:18]=1[OH:21] |f:1.2|. Reported procedure: To a stirred solution of 102 (650 mg, 2 mmol) in anhydrous N,N-dimethylformamide (7 mL) in a 50 mL capacity screwcap-septum vial was added cesium hydrogencarbonate (480 mg, 2.5 mmol). After having stirred at room temperature for 30 min, a solution of tert-butyl α-bromoacetate (2.5 mmol) was introduced into the reaction mixture. The resulting mixture was stirred at room temperature for 3 h and then, at 45° C. overnight (˜12 h). The reaction mixture was cooled to room temperature and filtered. The... Starting materials: O=S1(N(CCC1)[C@@H](C)C1=CC=C(C(=O)O)C=C1)=O ((S)-4-[1-(1,1-dioxo-1λ6-isothiazolidin-2-yl)ethyl]benzoic acid), C1(CC1)C=1C=C(C(=NC1)N1CCNCC1)C (1-(5-cyclopropyl-3-methylpyridin-2-yl)piperazine). Yields the product C1(CC1)C=1C=C(C(=NC1)N1CCN(CC1)C(=O)C1=CC=C(C=C1)[C@H](C)N1S(CCC1)(=O)=O)C ((S)-[4-(5-cyclopropyl-3-methylpyridin-2-yl)piperazin-1-yl]{4-[1-(1,1-dioxo-1λ6-isothiazolidin-2-yl)ethyl]phenyl}methanone). Yield: 73.4%. Reaction SMILES: [O:1]=[S:2]1(=[O:18])[CH2:6][CH2:5][CH2:4][N:3]1[C@H:7]([C:9]1[CH:17]=[CH:16][C:12]([C:13]([OH:15])=O)=[CH:11][CH:10]=1)[CH3:8].[CH:19]1([C:22]2[CH:23]=[C:24]([CH3:34])[C:25]([N:28]3[CH2:33][CH2:32][NH:31][CH2:30][CH2:29]3)=[N:26][CH:27]=2)[CH2:21][CH2:20]1>>[CH:19]1([C:22]2[CH:23]=[C:24]([CH3:34])[C:25]([N:28]3[CH2:29][CH2:30][N:31]([C:13]([C:12]4[CH:11]=[CH:10][C:9]([C@@H:7]([N:3]5[CH2:4][CH2:5][CH2:6][S:2]5(=[O:1])=[O:18])[CH3:8])=[CH:17][CH:16]=4)=[O:15])[CH2:32][CH2:33]3)=[N:26][CH:27]=2)[CH2:21][CH2:20]1. Procedure: Using (S)-4-[1-(1,1-dioxo-1λ6-isothiazolidin-2-yl)ethyl]benzoic acid (162 mg) described in Preparation Example 44 and 1-(5-cyclopropyl-3-methylpyridin-2-yl)piperazine (143 mg) described in Preparation Example 83 and by the reaction and treatment in the same manner as in Example 87, the title compound (207 mg) was obtained. RXN SMILES: [CH3:34][C:35]([CH3:36])([O-:37])[CH3:38].[K+:39].[NH:23]1[C:24](=[O:28])[CH2:25][CH2:26][CH2:27]1.[O:1]1[CH:2]2[C:3]([CH2:19][F:20])([CH2:21][F:22])[O:4][c:5]3[c:6]([cH:8][c:9]([C:12]([C:13]([F:14])([F:15])[F:16])([F:17])[F:18])[cH:10][cH:11]3)[CH:7]12.[O:29]1[CH2:30][CH2:31][CH2:32][CH2:33]1.[OH2:40]>>[CH:2]1=[C:7]([N:23]2[C:24](=[O:28])[CH2:25][CH2:26][CH2:27]2)[c:6]2[c:5]([cH:11][cH:10][c:9]([C:12]([C:13]([F:14])([F:15])[F:16])([F:17])[F:18])[cH:8]2)[O:4][C:3]1([CH2:19][F:20])[CH2:21][F:22]. The product is O=C1CCCN1C1=CC(CF)(CF)Oc2ccc(C(F)(F)C(F)(F)F)cc21. The reactants are CC(C)(C)[O-], [K+], O=C1CCCN1, FCC1(CF)Oc2ccc(C(F)(F)C(F)(F)F)cc2C2OC21, C1CCOC1, O. Reactants: C(C)(C)(C)C1=CC=C(C=C1)N (4-tert-butylbenzenamine), C(C1=CC=CC=C1)N1CC=2N=CN=C(C2CC1)Cl (7-benzyl-4-chloro-5,6,7,8-tetrahydropyrido[3,4-d]pyrimidine). The solvent is CCCCCC (hexane), C(C)#N (acetonitile). Yields the product C(C)(C)(C)C1=CC=C(C=C1)NC=1C2=C(N=CN1)CN(CC2)CC2=CC=CC=C2 (N-(4-tert-Butylphenyl)-7-benzyl-5,6,7,8-tetrahydropyrido[3,4-d]pyrimidin-4-amine). Yield: 85.9%. As a reaction SMILES: [C:1]([C:5]1[CH:10]=[CH:9][C:8]([NH2:11])=[CH:7][CH:6]=1)([CH3:4])([CH3:3])[CH3:2].[CH2:12]([N:19]1[CH2:28][CH2:27][C:26]2[C:25](Cl)=[N:24][CH:23]=[N:22][C:21]=2[CH2:20]1)[C:13]1[CH:18]=[CH:17][CH:16]=[CH:15][CH:14]=1>C(#N)C.CCCCCC>[C:1]([C:5]1[CH:6]=[CH:7][C:8]([NH:11][C:25]2[C:26]3[CH2:27][CH2:28][N:19]([CH2:12][C:13]4[CH:18]=[CH:17][CH:16]=[CH:15][CH:14]=4)[CH2:20][C:21]=3[N:22]=[CH:23][N:24]=2)=[CH:9][CH:10]=1)([CH3:4])([CH3:2])[CH3:3]. Reported procedure: A mixture of 4-tert-butylbenzenamine (0.312 mL, 1.98 mmol) and 7-benzyl-4-chloro-5,6,7,8-tetrahydropyrido[3,4-d]pyrimidine (0.467 g, 1.80 mmol), prepared as described in Example 1.B. in acetonitile (2 mL) was heated in a sealed tube at 170° C. in a microwave (Emrys Optimizer model, Personal Chemistry) for five min. Upon cooling to room temperature, a precipitate formed. The mixture was diluted with hexane (5 mL) and the precipitate was collected by filtration to give 0.576 g of the title compoun...